This data is from the Open Reaction Database (ORD), a public repository of structured organic reaction records. The task is: describe an organic reaction: reactants, conditions, products, and yield The reactants are CN(CCCN=C=NCC)C (N-(3-dimethylaminopropyl)-N′-ethylcarbodiimide), C(C1=CC=CC=C1)OCC(=O)O (benzyloxyacetic acid), NC1=CC=C(N=N1)N1CCN(CC1)C(=O)C1=C(C=CC=C1)C(F)(F)F ([4-(6-aminopyridazin-3-yl)piperazin-1-yl]-(2-trifluoromethylphenyl)methanone), C(C)(C)N(CC)C(C)C (diisopropylethylamine), O.ON1N=NC2=C1C=CC=C2 (1-hydroxybenzotriazole monohydrate). Solvent: ClCCl (dichloromethane). Run at time 15 minute. Yields the product C(C1=CC=CC=C1)OCC(=O)NC=1N=NC(=CC1)N1CCN(CC1)C(C1=C(C=CC=C1)C(F)(F)F)=O (2-BENZYLOXY-N-{6-[4-(2-TRIFLUOROMETHYLBENZOYL)PIPERAZIN-1-YL]-PYRIDAZIN-3-YL}ACETAMIDE). Isolated yield 89.0%. Reaction SMILES: [NH2:1][C:2]1[N:7]=[N:6][C:5]([N:8]2[CH2:13][CH2:12][N:11]([C:14]([C:16]3[CH:21]=[CH:20][CH:19]=[CH:18][C:17]=3[C:22]([F:25])([F:24])[F:23])=[O:15])[CH2:10][CH2:9]2)=[CH:4][CH:3]=1.C(N(C(C)C)CC)(C)C.O.ON1C2C=CC=CC=2N=N1.CN(C)CCCN=C=NCC.[CH2:57]([O:64][CH2:65][C:66](O)=[O:67])[C:58]1[CH:63]=[CH:62][CH:61]=[CH:60][CH:59]=1>ClCCl>[CH2:57]([O:64][CH2:65][C:66]([NH:1][C:2]1[N:7]=[N:6][C:5]([N:8]2[CH2:9][CH2:10][N:11]([C:14](=[O:15])[C:16]3[CH:21]=[CH:20][CH:19]=[CH:18][C:17]=3[C:22]([F:25])([F:24])[F:23])[CH2:12][CH2:13]2)=[CH:4][CH:3]=1)=[O:67])[C:58]1[CH:63]=[CH:62][CH:61]=[CH:60][CH:59]=1 |f:2.3|. Procedure details: To a stirred solution of [4-(6-aminopyridazin-3-yl)piperazin-1-yl]-(2-trifluoromethylphenyl)methanone (1.30 g, 3.7 mmol) in dichloromethane (60 mL) was added diisopropylethylamine (1.5 g), followed by 1-hydroxybenzotriazole monohydrate (1.1 g) and N-(3-dimethylaminopropyl)-N′-ethylcarbodiimide (2 mL). The resulting mixture was stirred for 15 minutes and then benzyloxyacetic acid (1.2 mL) was added. After stirring for 2 hours the reaction mixture was washed with 10% HCl, 1 N NaOH and water, dried... The reactants are C([O-])(O)=O.[Na+] (sodium bicarbonate), OOS(=O)[O-].[K+] (oxone), S(=S)(=O)([O-])[O-].[Na+].[Na+] (sodium thiosulfate), aqueous solution, OOS(=O)[O-].[K+] (oxone), CSC1=CC=C(S1)C1=CC=NC2=CC=C(C=C12)C=1C(=NN(C1)C(C1=CC=CC=C1)(C1=CC=CC=C1)C1=CC=CC=C1)C (4-[5-(methylsulfanyl)-2-thienyl]-6-(3-methyl-1-trityl-1H-4-pyrazolyl)quinoline). Reaction conditions: time 1 hour. Run in O (water), C(C)(=O)OCC (ethyl acetate), O1CCCC1 (tetrahydrofuran). The product is CS(=O)(=O)C1=CC=C(S1)C1=CC=NC2=CC=C(C=C12)C=1C(=NN(C1)C(C1=CC=CC=C1)(C1=CC=CC=C1)C1=CC=CC=C1)C (4-[5-(Methylsulfonyl)-2-thienyl]-6-(3-methyl-1-trityl-1H-4-pyrazolyl)quinoline). RXN SMILES: O[O:2][S:3]([O-:5])=O.[K+].CS[C:9]1[S:13][C:12]([C:14]2[C:23]3[C:18](=[CH:19][CH:20]=[C:21]([C:24]4[C:25]([CH3:48])=[N:26][N:27]([C:29]([C:42]5[CH:47]=[CH:46][CH:45]=[CH:44][CH:43]=5)([C:36]5[CH:41]=[CH:40][CH:39]=[CH:38][CH:37]=5)[C:30]5[CH:35]=[CH:34][CH:33]=[CH:32][CH:31]=5)[CH:28]=4)[CH:22]=3)[N:17]=[CH:16][CH:15]=2)=[CH:11][CH:10]=1.S([O-])([O-])(=O)=S.[Na+].[Na+].[C:56](=O)(O)[O-].[Na+]>O1CCCC1.O.C(OCC)(=O)C>[CH3:56][S:3]([C:9]1[S:13][C:12]([C:14]2[C:23]3[C:18](=[CH:19][CH:20]=[C:21]([C:24]4[C:25]([CH3:48])=[N:26][N:27]([C:29]([C:30]5[CH:35]=[CH:34][CH:33]=[CH:32][CH:31]=5)([C:36]5[CH:37]=[CH:38][CH:39]=[CH:40][CH:41]=5)[C:42]5[CH:47]=[CH:46][CH:45]=[CH:44][CH:43]=5)[CH:28]=4)[CH:22]=3)[N:17]=[CH:16][CH:15]=2)=[CH:11][CH:10]=1)(=[O:5])=[O:2] |f:0.1,3.4.5,6.7|. Reported procedure: 1 mL aqueous solution of 86 mg oxone was added at room temperature to a solution of 67 mg 4-[5-(methylsulfanyl)-2-thienyl]-6-(3-methyl-1-trityl-1H-4-pyrazolyl)quinoline obtained in Example 155 in tetrahydrofuran, and the mixture was stirred for 1 hour. Further, 60 mg oxone was added thereto and stirred overnight. An aqueous saturated sodium thiosulfate solution was added to the reaction solution, and the mixture was stirred. Then, ethyl acetate, an aqueous saturated sodium bicarbonate solution a...